From a dataset of the Open Reaction Database (ORD), a public repository of structured organic reaction records. describe an organic reaction: reactants, conditions, products, and yield The reactants are COC=1C=C(C=CC1)C(C(C)C)O (1-(3'-methoxyphenyl)-2-methyl-propan-1-ol), Cl (HCl). The product is ClC(C(C)C)C1=CC(=CC=C1)OC (1-chlor-1-(3'-methoxyphenyl)-2-methyl-propane). RXN SMILES: [CH3:1][O:2][C:3]1[CH:4]=[C:5]([CH:9](O)[CH:10]([CH3:12])[CH3:11])[CH:6]=[CH:7][CH:8]=1.[ClH:14]>>[Cl:14][CH:9]([C:5]1[CH:6]=[CH:7][CH:8]=[C:3]([O:2][CH3:1])[CH:4]=1)[CH:10]([CH3:12])[CH3:11]. Procedure details: The preparation was effected in analogy to example 1(b) from 1-(3'-methoxyphenyl)-2-methyl-propan-1-ol and HCl-gas.